The task is: describe an organic reaction: reactants, conditions, products, and yield. This data is from the Open Reaction Database (ORD), a public repository of structured organic reaction records. Reactants: ClC1=CC=C(S1)C(C)=O (1-(5-chloro-2-thienyl)-1-ethanone), C(CO)O (1,2-ethanediol), CC1=CC=C(C=C1)S(=O)(=O)O (4-methylbenzenesulfonic acid), C1=CC=CC=C1 (benzene), BrBr (bromine). Solvent: O (water). Yields the product 73.3, BrCC1(OCCO1)C=1SC(=CC1)Cl (2-(bromomethyl)-2-(5-chloro-2-thienyl)-1,3-dioxolane). Isolated yield 64.5%. As a reaction SMILES: [Cl:1][C:2]1[S:6][C:5]([C:7](=[O:9])[CH3:8])=[CH:4][CH:3]=1.[Br:10]Br.CC1C=CC(S(O)(=O)=O)=CC=1.C1C=CC=CC=1.[CH2:29]([OH:32])[CH2:30]O>O>[Br:10][CH2:8][C:7]1([C:5]2[S:6][C:2]([Cl:1])=[CH:3][CH:4]=2)[O:32][CH2:29][CH2:30][O:9]1. Procedure: 57 Parts of 1-(5-chloro-2-thienyl)-1-ethanone are dissolved in 220 parts of 1,2-ethanediol at 50° C. While stirring, there are added dropwise, during a 1 hour-period, 64 parts of bromine without external heating. After stirring for 1 hour at room temperature, 4 parts of 4-methylbenzenesulfonic acid and 360 parts of benzene are added. The whole is stirred and refluxed overnight with water-separator. The reaction mixture is evaporated and the residue is taken up in 2,2'-oxybispropane. The resultin... Reactants: CS(=O)(=O)O (Methanesulfonic acid), C(C)(C)(C)OC(=O)N1C[C@@H](C(=O)O)CCC1 ((S)—N-(tert-butoxycarbonyl)nipecotic acid). Solvent: CO (methanol). Conditions: temperature 25 celsius, time 16 hour. The product is N1C[C@@H](C(=O)OC)CCC1 ((S)-methyl nipecotate). As a reaction SMILES: [CH3:1]S(O)(=O)=O.C(OC([N:13]1[CH2:21][CH2:20][CH2:19][C@H:15]([C:16]([OH:18])=[O:17])[CH2:14]1)=O)(C)(C)C>CO>[NH:13]1[CH2:21][CH2:20][CH2:19][C@H:15]([C:16]([O:18][CH3:1])=[O:17])[CH2:14]1. Procedure: Methanesulfonic acid (576 mg, 6 mmol) was added to a solution of (S)—N-(tert-butoxycarbonyl)nipecotic acid (1145 mg, 5 mmol) and methanol (5 mL). When the mixture was stirred at 25° C. for 16 hours, (S)-methyl nipecotate was produced, and the object (S)-nipecotic acid was not produced. The reactants are [OH-].[Na+] (sodium hydroxide), C(C)OC(C(C(=O)OCC)CCC(C(F)(F)Br)(F)F)=O (2-(4-bromo-3,3,4,4-tetrafluorobutyl)-malonic acid diethyl ester), Cl (hydrochloric acid). Yields the product BrC(C(CCCC(=O)O)(F)F)(F)F (6-bromo-5,5,6,6-tetrafluorohexanoic acid). Isolated yield 94.7%. As a reaction SMILES: [OH-].[Na+].C([O:5][C:6](=[O:22])[CH:7]([CH2:13][CH2:14][C:15]([F:21])([F:20])[C:16]([Br:19])([F:18])[F:17])C(OCC)=O)C.Cl>>[Br:19][C:16]([F:17])([F:18])[C:15]([F:20])([F:21])[CH2:14][CH2:13][CH2:7][C:6]([OH:22])=[O:5] |f:0.1|. Procedure: 7000 g (26.4 mol) of 15% of sodium hydroxide aqueous solution was added to 1940 g (5.29 mol) of the objective 2-(4-bromo-3,3,4,4-tetrafluorobutyl)-malonic acid diethyl ester obtained as discussed above, followed by refluxing it for 2 hours. Upon cooling it to room temperature, 2900 g (29.1 mol) of concentrated hydrochloric acid (36%) is added in an iced bath, followed by extraction with diisopropyl ether. A residue obtained by distilling a solvent off was heated to 170° C. thereby obtaining 1338...